Dataset: the Open Reaction Database (ORD), a public repository of structured organic reaction records. Task: describe an organic reaction: reactants, conditions, products, and yield Reactants: CN1CCC(=CC1)C1=CNC2=CC=C(C=C12)OC(F)(F)F (3-(1-methyl-1,2,3,6-tetrahydro-4-pyridinyl)-5-trifluoromethoxy-1H-indole), Cl (HCl), COC1=CC=C(C(=O)Cl)C=C1 (4-methoxybenzoyl chloride), Cl (HCl). Yields the product COC1=CC=C(C(=O)N2C=C(C3=CC(=CC=C23)OC(F)(F)F)C=2CCN(CC2)C)C=C1 (1-(4-Methoxybenzoyl)-3-(1-methyl-1,2,3,6-tetrahydro-4-pyridinyl)-5-trifluoromethoxyindole). As a reaction SMILES: [CH3:1][N:2]1[CH2:7][CH:6]=[C:5]([C:8]2[C:16]3[C:11](=[CH:12][CH:13]=[C:14]([O:17][C:18]([F:21])([F:20])[F:19])[CH:15]=3)[NH:10][CH:9]=2)[CH2:4][CH2:3]1.[CH3:22][O:23][C:24]1[CH:32]=[CH:31][C:27]([C:28](Cl)=[O:29])=[CH:26][CH:25]=1.Cl>>[CH3:22][O:23][C:24]1[CH:32]=[CH:31][C:27]([C:28]([N:10]2[C:11]3[C:16](=[CH:15][C:14]([O:17][C:18]([F:21])([F:19])[F:20])=[CH:13][CH:12]=3)[C:8]([C:5]3[CH2:4][CH2:3][N:2]([CH3:1])[CH2:7][CH:6]=3)=[CH:9]2)=[O:29])=[CH:26][CH:25]=1. Procedure: (22.2 mg, 67%); from 3-(1-methyl-1,2,3,6-tetrahydro-4-pyridinyl)-5-trifluoromethoxy-1H-indole (Example 4h, 20 mg, 0.068 mmol) and 4-methoxybenzoyl chloride (18.3 mg, 0.107 mmol), HRMS-FAB+ for C23H21N2O3F3.HCl, calculated MH+ (--HCl): 431.15826; found: 431.15694. Starting materials: O=C([O-])[O-], CCOC(C)=O, COCCOCCOC, [K+], [K+], Nc1c(C(=O)O)cnn1-c1cccc(C(=O)O)c1, O. Yields the product Nc1ccnn1-c1cccc(C(=O)O)c1. As a reaction SMILES: [C:26](=[O:27])([O-:28])[O-:29].[CH3:19][CH2:20][O:21][C:22](=[O:23])[CH3:24].[CH3:32][O:33][CH2:34][CH2:35][O:36][CH2:37][CH2:38][O:39][CH3:40].[K+:30].[K+:31].[NH2:1][c:2]1[c:3]([C:16]([OH:17])=[O:18])[cH:4][n:5][n:6]1-[c:7]1[cH:8][c:9]([C:10](=[O:11])[OH:12])[cH:13][cH:14][cH:15]1.[OH2:25]>>[NH2:1][c:2]1[cH:3][cH:4][n:5][n:6]1-[c:7]1[cH:8][c:9]([C:10](=[O:11])[OH:12])[cH:13][cH:14][cH:15]1. Starting materials: Cc1ccc(Br)c([N+](=O)[O-])c1, CC(=O)[O-], CC(=O)[O-], Cc1ccccc1, OB(O)c1ccccc1, [Pd+2]. Yields the product Cc1ccc(-c2ccccc2)c([N+](=O)[O-])c1. RXN SMILES: [Br:1][c:2]1[c:3]([N+:9](=[O:10])[O-:11])[cH:4][c:5]([CH3:8])[cH:6][cH:7]1.[C:28]([O-:29])(=[O:30])[CH3:31].[C:33]([O-:34])(=[O:35])[CH3:36].[CH3:21][c:22]1[cH:23][cH:24][cH:25][cH:26][cH:27]1.[OH:12][B:13]([OH:14])[c:15]1[cH:16][cH:17][cH:18][cH:19][cH:20]1.[Pd+2:32]>>[c:2]1(-[c:15]2[cH:16][cH:17][cH:18][cH:19][cH:20]2)[c:3]([N+:9](=[O:10])[O-:11])[cH:4][c:5]([CH3:8])[cH:6][cH:7]1. Starting materials: [H-].[Na+] (sodium hydride), [Cl-].[NH4+] (ammonium chloride), FC(C1=CC(=NC=C1)C=1NOC(N1)=O)(F)F (3-(4-trifluoromethylpyridin-2-yl)-1,2,4-oxadiazol-5-one), BrCC#N (bromoacetonitrile). The solvent is CN(C=O)C (N,N-dimethylformamide). Conditions: time 10 minute. Product: C(#N)CN1C(=NOC1=O)C1=NC=CC(=C1)C(F)(F)F (4-cyanomethyl-3-(4-trifluoromethylpyridin-2-yl)-1,2,4-oxadiazol-5-one). Yield: 72.7%. Reaction SMILES: [H-].[Na+].[F:3][C:4]([F:18])([F:17])[C:5]1[CH:10]=[CH:9][N:8]=[C:7]([C:11]2[NH:12][O:13][C:14](=[O:16])[N:15]=2)[CH:6]=1.Br[CH2:20][C:21]#[N:22].[Cl-].[NH4+]>CN(C)C=O>[C:21]([CH2:20][N:15]1[C:14](=[O:16])[O:13][N:12]=[C:11]1[C:7]1[CH:6]=[C:5]([C:4]([F:3])([F:17])[F:18])[CH:10]=[CH:9][N:8]=1)#[N:22] |f:0.1,4.5|. Procedure: Into 2 ml of N,N-dimethylformamide was suspended 0.04 g of sodium hydride (60% oily), and 0.2 g of 3-(4-trifluoromethylpyridin-2-yl)-1,2,4-oxadiazol-5-one was added at room temperature. After stirring for 10 minutes, 0.16 g of bromoacetonitrile was added, and the mixture was stirred for 2 hours. After stirring at 60° C. for 6 hours, the reaction solution was allowed to cool to room temperature, and poured into an aqueous saturated ammonium chloride solution, followed by extraction with tert-buty... The reactants are N1=CC=CC=C1 (pyridine), C1(=CC=CC=C1)SC1=CC=CC=C1 (diphenylsulfane), C1(CCC1)O (cyclobutanol), FC(S(=O)(=O)OS(=O)(=O)C(F)(F)F)(F)F (trifluoromethanesulfonic anhydride). The solvent is CCCCC (Pentane), C(Cl)Cl (DCM), CCCCC (Pentane). Product: FC(S(=O)(=O)[O-])(F)F.C1(CCC1)[S+](C1=CC=CC=C1)C1=CC=CC=C1 (cyclobutyldiphenylsulfonium trifluoromethanesulfonate). Yield: 35.0%. Reaction SMILES: [CH:1]1(O)[CH2:4][CH2:3][CH2:2]1.N1C=CC=CC=1.[F:12][C:13]([F:26])([F:25])[S:14]([O:17]S(C(F)(F)F)(=O)=O)(=[O:16])=[O:15].[C:27]1([S:33][C:34]2[CH:39]=[CH:38][CH:37]=[CH:36][CH:35]=2)[CH:32]=[CH:31][CH:30]=[CH:29][CH:28]=1>C(Cl)Cl.CCCCC>[F:12][C:13]([F:26])([F:25])[S:14]([O-:17])(=[O:16])=[O:15].[CH:1]1([S+:33]([C:34]2[CH:35]=[CH:36][CH:37]=[CH:38][CH:39]=2)[C:27]2[CH:32]=[CH:31][CH:30]=[CH:29][CH:28]=2)[CH2:4][CH2:3][CH2:2]1 |f:6.7|. Procedure details: A solution of cyclobutanol (1.00 g, 13.9 mmol) in 25 ml of DCM was chilled to −20° C. and dry pyridine (1.35 ml, 16.6 mmol) added, followed by trifluoromethanesulfonic anhydride (2.33 ml, 13.9 mmol) (in 5 ml of DCM). The solution was allowed to warm to room temperature over 1 hr. Pentane (40 mL) was added and the resulting mixture shaken and filtered. The filtrate was concentrated under reduced pressure with a room temperature bath until all volatile solvents were removed. The residual oil was c...